This data is from the Open Reaction Database (ORD), a public repository of structured organic reaction records. The task is: describe an organic reaction: reactants, conditions, products, and yield Reactants: C(C)(C)(C)OC(=O)N1CCC(CC1)C=1SC=C(N1)CCl (4-(4-chloromethyl-thiazol-2-yl)-piperidine-1-carboxylic acid tert-butyl ester), N1(N=NN=C1)C1=CC=C(C=C1)O (4-tetrazol-1-yl-phenol), C(=O)([O-])[O-].[Cs+].[Cs+] (Cs2CO3). Solvent: C(C)#N (acetonitrile). The product is N1(N=NN=C1)C1=CC=C(OCC=2N=C(SC2)C2CCN(CC2)C(=O)OC(C)(C)C)C=C1 (tert-butyl 4-(4-((4-(1H-tetrazol-1-yl)phenoxy)methyl)thiazol-2-yl)piperidine-1-carboxylate). Reaction SMILES: [C:1]([O:5][C:6]([N:8]1[CH2:13][CH2:12][CH:11]([C:14]2[S:15][CH:16]=[C:17]([CH2:19]Cl)[N:18]=2)[CH2:10][CH2:9]1)=[O:7])([CH3:4])([CH3:3])[CH3:2].[N:21]1([C:26]2[CH:31]=[CH:30][C:29]([OH:32])=[CH:28][CH:27]=2)[CH:25]=[N:24][N:23]=[N:22]1.C([O-])([O-])=O.[Cs+].[Cs+]>C(#N)C>[N:21]1([C:26]2[CH:31]=[CH:30][C:29]([O:32][CH2:19][C:17]3[N:18]=[C:14]([CH:11]4[CH2:12][CH2:13][N:8]([C:6]([O:5][C:1]([CH3:4])([CH3:3])[CH3:2])=[O:7])[CH2:9][CH2:10]4)[S:15][CH:16]=3)=[CH:28][CH:27]=2)[CH:25]=[N:24][N:23]=[N:22]1 |f:2.3.4|. Reported procedure: A mixture of 4-(4-chloromethyl-thiazol-2-yl)-piperidine-1-carboxylic acid tert-butyl ester (549 mg), 4-tetrazol-1-yl-phenol (270 mg), Cs2CO3 (890 mg) in acetonitrile was heated under reflux overnight. After cooling, the reaction mixture was filtered through a pad of celite, concentrated in vacuo. Purification by chromatography (40-100% EtOAc/Hexanes) gave the desired product as a white solid. 1H NMR (CDCl3): δ 8.01 (1H, s), 7.61 (2H, d, J=8.8 Hz), 7.25 (1H, s), 7.15 (2H, d, J=8.8 Hz), 5.22 (2H, ... Solvent: C(C)#N (acetonitrile), C(C)(=O)OCC (ethyl acetate). Reaction conditions: temperature 80 celsius, time 18 hour. Reaction SMILES: C([C:3]1[C:11]2[C:6](=[CH:7][CH:8]=[C:9]([C:12]#[N:13])[CH:10]=2)[NH:5][C:4]=1[C:14]([OH:16])=[O:15])C.C(=O)([O-])[O-].[K+].[K+].Br[CH2:24][CH3:25].I[CH2:27][CH3:28]>C(#N)C.C(OCC)(=O)C>[C:12]([C:9]1[CH:10]=[C:11]2[C:6](=[CH:7][CH:8]=1)[N:5]([CH2:27][CH3:28])[C:4]([C:14]([O:16][CH2:24][CH3:25])=[O:15])=[CH:3]2)#[N:13] |f:1.2.3|. The reactants are BrCC (bromoethane), ICC (Iodoethane), C(C)C1=C(NC2=CC=C(C=C12)C#N)C(=O)O (Ethylcarboxy-5-cyanoindole), C([O-])([O-])=O.[K+].[K+] (potassium carbonate). The product is C(#N)C=1C=C2C=C(N(C2=CC1)CC)C(=O)OCC (Ethyl 5-cyano-1-ethyl-1H-indole-2-carboxylate). Procedure: 2 Ethylcarboxy-5-cyanoindole (497 mg) [Liebigs Ann Chem, (3), 438-55 (1986)] and potassium carbonate (960 mg) were mixed in acetonitrile (25 ml) and bromoethane (191 μl) added. The reaction mixture was stirred for 18 hrs at 80° C. under a atmosphere of nitrogen. Iodoethane (200 μl) was added and the reaction mixture heated to 60° C. for 18 hrs after which time the mixture was diluted with ethyl acetate (100 ml) and washed with water, dried over MgSO4 and evaporated under reduced pressure. The cr... The reactants are C#CCCC1(C2CCCC2)CC(OCC)=CC(=O)O1, C#CCCC1(C2CCCC2)CC(=O)CC(=O)O1, Ic1ccccc1, Oc1cccc(I)c1. The product is CCOC1=CC(=O)OC(CCC#Cc2cccc(O)c2)(C2CCCC2)C1. RXN SMILES: [CH2:16]([CH2:17][C:18]#[CH:19])[C:20]1([CH:30]2[CH2:31][CH2:32][CH2:33][CH2:34]2)[CH2:21][C:22]([O:27][CH2:28][CH3:29])=[CH:23][C:24](=[O:26])[O:25]1.[CH2:35]([C:36]1([CH:37]2[CH2:38][CH2:39][CH2:40][CH2:41]2)[O:42][C:43](=[O:44])[CH2:45][C:46](=[O:47])[CH2:48]1)[CH2:49][C:50]#[CH:51].[I:9][c:10]1[cH:11][cH:12][cH:13][cH:14][cH:15]1.[OH:1][c:2]1[cH:3][cH:4][cH:5][c:6]([I:7])[cH:8]1>>[OH:1][c:2]1[cH:3][cH:4][cH:5][c:6]([C:19]#[C:18][CH2:17][CH2:16][C:20]2([CH:30]3[CH2:31][CH2:32][CH2:33][CH2:34]3)[CH2:21][C:22]([O:27][CH2:28][CH3:29])=[CH:23][C:24](=[O:26])[O:25]2)[cH:8]1. As a reaction SMILES: [CH2:1]=[O:2].[N:3]1[C:10]([NH2:11])=[N:9][C:7]([NH2:8])=[N:6][C:4]=1[NH2:5]>>[CH2:1]([NH:5][C:4]1[N:6]=[C:7]([NH2:8])[N:9]=[C:10]([NH2:11])[N:3]=1)[OH:2]. The product is C(O)NC1=NC(=NC(=N1)N)N (methylolmelamine). Procedure: 1,269 g of a 35% strength aqueous solution of formaldehyde (pH 3.7) are adjusted to pH 7.3 in a 4-liter three-necked flask by adding 1.8 g of borax. After 252 g of melamine have been added, methylolation is carried out at 75° C. for 2 hours, while stirring with a hook stirrer. The readily stirrable slurry of methylolmelamine obtained is processed further, as described in Example 1, after 1,600 g of methanol have been added. Starting materials: C=O (formaldehyde), borax, N1=C(N)N=C(N)N=C1N (melamine). Reaction conditions: time 2 hour. The reactants are OC1=NC(=C2C(N1)=C(C=N2)[C@H]2[C@H](O)[C@H](O)[C@@H](CO)N2)O ((1S)-1,4-dideoxy-1-C-(2,4-dihydroxypyrrolo[3,2-d]pyrimidin-7-yl)-1,4-imino-D-ribitol). The solvent is FC(C(=O)O)(F)F (trifluoroacetic acid). Run at time 8 hour. Product: OC1=C2C(NC=N1)=C(C=N2)[C@H]2[C@H](O)[C@H](O)[C@@H](CO)N2 ((1S)-1,4-dideoxy-1-C-(4-hydroxypyrrolo[3,2-d]pyrimidin-7-yl)-1,4-imino-D-ribitol). The yield is 40.2%. Reaction SMILES: O[C:2]1[NH:7][C:6]2=[C:8]([C@@H:11]3[NH:19][C@H:16]([CH2:17][OH:18])[C@@H:14]([OH:15])[C@H:12]3[OH:13])[CH:9]=[N:10][C:5]2=[C:4]([OH:20])[N:3]=1>FC(F)(F)C(O)=O>[OH:20][C:4]1[N:3]=[CH:2][NH:7][C:6]2=[C:8]([C@@H:11]3[NH:19][C@H:16]([CH2:17][OH:18])[C@@H:14]([OH:15])[C@H:12]3[OH:13])[CH:9]=[N:10][C:5]=12. Procedure: A solution of the product from Example 1.6 (66 mg) in trifluoroacetic acid (3 ml) was allowed to stand at room temperature overnight. The solution was concentrated and a solution of the residue in water was washed (×2) with chloroform and then evaporated. The residue was dissolved in methanol and treated with Amberlyst A21 base resin until the solution was pH˜7. The solids and solvent were removed and the residue was dissolved in water, treated with excess aqueous HCl and then lyophilized. Tritu... Starting materials: COC(=O)C=1OC(=CC1)S(=O)(=O)C (5-methanesulfonyl-furan-2-carboxylic acid methyl ester), aqueous solution, [OH-].[Na+] (sodium hydroxide). Run in CCO (EtOH). Conditions: temperature 80 celsius. Yields the product CS(=O)(=O)C1=CC=C(O1)C(=O)O (5-methanesulfonyl-furan-2-carboxylic acid). As a reaction SMILES: C[O:2][C:3]([C:5]1[O:6][C:7]([S:10]([CH3:13])(=[O:12])=[O:11])=[CH:8][CH:9]=1)=[O:4].[OH-].[Na+]>CCO>[CH3:13][S:10]([C:7]1[O:6][C:5]([C:3]([OH:4])=[O:2])=[CH:9][CH:8]=1)(=[O:12])=[O:11] |f:1.2|. Procedure: To a solution of 5-methanesulfonyl-furan-2-carboxylic acid methyl ester (2.94 g, 14.4 mmol) in EtOH (100 mL) was added a 2 N aqueous solution of sodium hydroxide (40 mL, 80 mmol). The mixture was warmed at 80° C. for 4 hours and then concentrated in vacuo to remove ethanol. The mixture was then acidified with 1 N aqueous HCl and extracted with ethyl acetate (4×30 mL). The combined organic layers were washed with brine (2×100 mL), dried over sodium sulfate, filtered and concentrated to afford 5-m... The reactants are BrCc1ccccn1, Br, O=C([O-])[O-], CS(C)=O, [Cs+], [Cs+], Cc1cc(O)ccc1Cn1ccc(NC(=O)c2c(F)cccc2F)n1. Yields the product Cc1cc(OCc2ccccn2)ccc1Cn1ccc(NC(=O)c2c(F)cccc2F)n1. RXN SMILES: [Br:33][CH2:34][c:35]1[n:36][cH:37][cH:38][cH:39][cH:40]1.[BrH:32].[C:26](=[O:27])([O-:28])[O-:29].[CH3:41][S:42](=[O:43])[CH3:44].[Cs+:30].[Cs+:31].[F:1][c:2]1[c:3]([C:4](=[O:5])[NH:6][c:7]2[n:8][n:9]([CH2:12][c:13]3[c:14]([CH3:20])[cH:15][c:16]([OH:19])[cH:17][cH:18]3)[cH:10][cH:11]2)[c:21]([F:25])[cH:22][cH:23][cH:24]1>>[F:1][c:2]1[c:3]([C:4](=[O:5])[NH:6][c:7]2[n:8][n:9]([CH2:12][c:13]3[c:14]([CH3:20])[cH:15][c:16]([O:19][CH2:34][c:35]4[n:36][cH:37][cH:38][cH:39][cH:40]4)[cH:17][cH:18]3)[cH:10][cH:11]2)[c:21]([F:25])[cH:22][cH:23][cH:24]1. The reactants are C(C)(=O)O[C@@H]1[C@H](O[C@H]([C@@H]([C@H]1OC(C)=O)OC(C)=O)C1=CC(=C(C=C1)Cl)CC1=CC=C(C=C1)OCC=O)COC(C)=O ((2R,3R,4R,5S,6S)-2-(acetoxymethyl)-6-(4-chloro-3-(4-(2-oxoethoxy)benzyl)phenyl)tetrahydro-2H-pyran-3,4,5-triyl triacetate), N1=CC=CC=C1 (pyridine), C(C)(=O)[O-].[Na+] (sodium acetate), Cl.CON (O-methylhydroxylamine hydrochloride). Run in C(C)O (ethanol). The product is C(C)(=O)O[C@@H]1[C@H](O[C@H]([C@@H]([C@H]1OC(C)=O)OC(C)=O)C1=CC(=C(C=C1)Cl)CC1=CC=C(C=C1)OCC=NOC)COC(C)=O ((2R,3R,4R,5S,6S)-2-(acetoxymethyl)-6-(4-chloro-3-(4-(2-(methoxy imino)ethoxy)benzyl)phenyl)tetrahydro-2H-pyran-3,4,5-triyl triacetate). The yield is 64.5%. RXN SMILES: [C:1]([O:4][C@H:5]1[C@H:10]([O:11][C:12](=[O:14])[CH3:13])[C@@H:9]([O:15][C:16](=[O:18])[CH3:17])[C@H:8]([C:19]2[CH:24]=[CH:23][C:22]([Cl:25])=[C:21]([CH2:26][C:27]3[CH:32]=[CH:31][C:30]([O:33][CH2:34][CH:35]=O)=[CH:29][CH:28]=3)[CH:20]=2)[O:7][C@@H:6]1[CH2:37][O:38][C:39](=[O:41])[CH3:40])(=[O:3])[CH3:2].N1C=CC=CC=1.C([O-])(=O)C.[Na+].Cl.[CH3:54][O:55][NH2:56]>C(O)C>[C:1]([O:4][C@H:5]1[C@H:10]([O:11][C:12](=[O:14])[CH3:13])[C@@H:9]([O:15][C:16](=[O:18])[CH3:17])[C@H:8]([C:19]2[CH:24]=[CH:23][C:22]([Cl:25])=[C:21]([CH2:26][C:27]3[CH:28]=[CH:29][C:30]([O:33][CH2:34][CH:35]=[N:56][O:55][CH3:54])=[CH:31][CH:32]=3)[CH:20]=2)[O:7][C@@H:6]1[CH2:37][O:38][C:39](=[O:41])[CH3:40])(=[O:3])[CH3:2] |f:2.3,4.5|. Procedure details: To a solution of (2R,3R,4R,5S,6S)-2-(acetoxymethyl)-6-(4-chloro-3-(4-(2-oxoethoxy)benzyl)phenyl)tetrahydro-2H-pyran-3,4,5-triyl triacetate (145 mg, 0.25 mmol), in ethanol (10 mL) under nitrogen atmosphere, were added pyridine (0.099 mL, 1.28 mmol), sodium acetate (201.3 mg, 2.45 mmol) and O-methylhydroxylamine hydrochloride (102 mg, 1.22 mmol). The reaction mixture was refluxed for 5 h. After completion of the reaction as confirmed by TLC, the solvent was evaporated. The crude compound was extra... RXN SMILES: [CH2:18]([c:19]1[cH:20][cH:21][cH:22][cH:23][cH:24]1)[NH:25][CH2:26][CH2:27][O:28][c:29]1[cH:30][cH:31][c:32]([OH:38])[c:33]([C:34](=[O:35])[NH2:36])[cH:37]1.[CH:39]([OH:40])([CH3:41])[CH3:42].[O:1]1[CH:2]([CH2:3][O:4][c:5]2[cH:6][cH:7][c:8](-[c:11]3[cH:12][cH:13][cH:14][cH:15][cH:16]3)[cH:9][cH:10]2)[CH2:17]1>>[OH:1][CH:2]([CH2:3][O:4][c:5]1[cH:6][cH:7][c:8](-[c:11]2[cH:12][cH:13][cH:14][cH:15][cH:16]2)[cH:9][cH:10]1)[CH2:17][N:25]([CH2:18][c:19]1[cH:20][cH:21][cH:22][cH:23][cH:24]1)[CH2:26][CH2:27][O:28][c:29]1[cH:30][cH:31][c:32]([OH:38])[c:33]([C:34](=[O:35])[NH2:36])[cH:37]1. The reactants are NC(=O)c1cc(OCCNCc2ccccc2)ccc1O, CC(C)O, c1ccc(-c2ccc(OCC3CO3)cc2)cc1. Product: NC(=O)c1cc(OCCN(Cc2ccccc2)CC(O)COc2ccc(-c3ccccc3)cc2)ccc1O.